From a dataset of the Open Reaction Database (ORD), a public repository of structured organic reaction records. describe an organic reaction: reactants, conditions, products, and yield The reactants are O1C(CCCC1)OC(CC#N)CCCCC (3-(tetrahydro-2H-pyran-2-yloxy)caprylonitrile), [H-].[Al+3].[Li+].[H-].[H-].[H-] (lithium aluminum hydride), O (water), [OH-].[Na+] (sodium hydroxide). Run in CCOCC (ether), CCOCC (ether). Conditions: temperature 25 celsius. Yields the product NCCC(CCCCC)OC1OCCCC1 (1-Amino-3-(tetrahydro-2H-pyran-2-yloxy)octane). Isolated yield 95.7%. Reaction SMILES: [O:1]1[CH2:6][CH2:5][CH2:4][CH2:3][CH:2]1[O:7][CH:8]([CH2:12][CH2:13][CH2:14][CH2:15][CH3:16])[CH2:9][C:10]#[N:11].[H-].[Al+3].[Li+].[H-].[H-].[H-].O.[OH-].[Na+]>CCOCC>[NH2:11][CH2:10][CH2:9][CH:8]([O:7][CH:2]1[CH2:3][CH2:4][CH2:5][CH2:6][O:1]1)[CH2:12][CH2:13][CH2:14][CH2:15][CH3:16] |f:1.2.3.4.5.6,8.9|. Procedure: A solution of 3-(tetrahydro-2H-pyran-2-yloxy)caprylonitrile (4.05 g., 18 millimole) in dry ether (10 ml.) is added dropwise to a stirred suspension of lithium aluminum hydride (0.76 g., 20 millimole) in dry ether (90 ml.) maintained under a nitrogen atmosphere. Upon completion of the addition, the reaction mixture is stirred and heated at reflux for 16 hours. After cooling to 25° C., the reaction mixture is treated successively with water (1 ml.), and 5% aqueous sodium hydroxide (3 ml.) added dr... Reactants: N1=CC=CC=C1 (pyridine), S(=O)(Cl)Cl (thionyl chloride), [Si](C)(C)(C(C)(C)C)OCC(=O)S[C@@H]1[C@H](C(N1C(O)C(=O)OCC1=CC=C(C=C1)[N+](=O)[O-])=O)[C@@H](C)OC(=O)OCC1=CC=C(C=C1)[N+](=O)[O-] (4(R)-t-butyldimethylsilyloxyacetylthio-3(S)-[1(R)-p-nitrobenzyloxycarbonyloxyethyl]-1-(1-p-nitrobenzyloxycarbonyl-1-hydroxymethyl)-azetidin-2-one). Run in O1CCCC1 (tetrahydrofuran). Yields the product [Si](C)(C)(C(C)(C)C)OCC(=O)S[C@@H]1[C@H](C(N1C(Cl)C(=O)OCC1=CC=C(C=C1)[N+](=O)[O-])=O)[C@@H](C)OC(=O)OCC1=CC=C(C=C1)[N+](=O)[O-] (4(R)-t-butyldimethylsilyloxyacetylthio-3(S)-[1(R)-p-nitrobenzyloxycarbonyloxyethyl]-1-(1-p-nitrobenzyloxycarbonyl-1-chloromethyl)-azetidin-2-one). As a reaction SMILES: [Si:1]([O:8][CH2:9][C:10]([S:12][C@H:13]1[N:16]([CH:17]([C:19]([O:21][CH2:22][C:23]2[CH:28]=[CH:27][C:26]([N+:29]([O-:31])=[O:30])=[CH:25][CH:24]=2)=[O:20])O)[C:15](=[O:32])[C@@H:14]1[C@H:33]([O:35][C:36]([O:38][CH2:39][C:40]1[CH:45]=[CH:44][C:43]([N+:46]([O-:48])=[O:47])=[CH:42][CH:41]=1)=[O:37])[CH3:34])=[O:11])([C:4]([CH3:7])([CH3:6])[CH3:5])([CH3:3])[CH3:2].N1C=CC=CC=1.S(Cl)([Cl:57])=O>O1CCCC1>[Si:1]([O:8][CH2:9][C:10]([S:12][C@H:13]1[N:16]([CH:17]([C:19]([O:21][CH2:22][C:23]2[CH:28]=[CH:27][C:26]([N+:29]([O-:31])=[O:30])=[CH:25][CH:24]=2)=[O:20])[Cl:57])[C:15](=[O:32])[C@@H:14]1[C@H:33]([O:35][C:36]([O:38][CH2:39][C:40]1[CH:45]=[CH:44][C:43]([N+:46]([O-:48])=[O:47])=[CH:42][CH:41]=1)=[O:37])[CH3:34])=[O:11])([C:4]([CH3:7])([CH3:6])[CH3:5])([CH3:3])[CH3:2]. Reported procedure: A solution of 0.27 g of 4(R)-t-butyldimethylsilyloxyacetylthio-3(S)-[1(R)-p-nitrobenzyloxycarbonyloxyethyl]-1-(1-p-nitrobenzyloxycarbonyl-1-hydroxymethyl)-azetidin-2-one in 3 ml of anhydrous tetrahydrofuran was cooled at 0° C. 0.045 ml of pyridine and 0.03 ml of thionyl chloride were added. After 10 minutes the mixture was filtered. The reactants are ClC1=CC(=C(C=C1)SCC=1C=C(C(=O)O)C=CC1)NS(=O)(=O)C1=CC(=C(C=C1)Cl)C(F)(F)F (3-({[4-chloro-2-({[4-chloro-3-(trifluoromethyl)phenyl]sulfonyl}amino)phenyl]sulfanyl}methyl)benzoic acid), N1(CCCC1)CCN (2-(pyrrolidin-1-yl)ethanamine), C(CCl)Cl (EDC). Reagents/catalysts: CN(C)C=1C=CN=CC1 (DMAP). Run in CN(C)C=O (DMF). The product is ClC1=CC(=C(C=C1)SCC=1C=C(C(=O)NCCN2CCCC2)C=CC1)NS(=O)(=O)C1=CC(=C(C=C1)Cl)C(F)(F)F (3-({[4-chloro-2-({[4-chloro-3-(trifluoromethyl)phenyl]sulfonyl}amino)phenyl]sulfanyl}methyl)-N-[2-(pyrrolidin-1-yl)ethyl]benzamide). Yield: 79.7%. RXN SMILES: [Cl:1][C:2]1[CH:7]=[CH:6][C:5]([S:8][CH2:9][C:10]2[CH:11]=[C:12]([CH:16]=[CH:17][CH:18]=2)[C:13](O)=[O:14])=[C:4]([NH:19][S:20]([C:23]2[CH:28]=[CH:27][C:26]([Cl:29])=[C:25]([C:30]([F:33])([F:32])[F:31])[CH:24]=2)(=[O:22])=[O:21])[CH:3]=1.[N:34]1([CH2:39][CH2:40][NH2:41])[CH2:38][CH2:37][CH2:36][CH2:35]1.C(Cl)CCl>CN(C1C=CN=CC=1)C.CN(C=O)C>[Cl:1][C:2]1[CH:7]=[CH:6][C:5]([S:8][CH2:9][C:10]2[CH:11]=[C:12]([CH:16]=[CH:17][CH:18]=2)[C:13]([NH:41][CH2:40][CH2:39][N:34]2[CH2:38][CH2:37][CH2:36][CH2:35]2)=[O:14])=[C:4]([NH:19][S:20]([C:23]2[CH:28]=[CH:27][C:26]([Cl:29])=[C:25]([C:30]([F:31])([F:32])[F:33])[CH:24]=2)(=[O:22])=[O:21])[CH:3]=1. Reported procedure: Following General Procedure R, the title compound (388 mg, 80%) was prepared from 3-({[4-chloro-2-({[4-chloro-3-(trifluoromethyl)phenyl]sulfonyl}amino)phenyl]sulfanyl}methyl)benzoic acid (411 mg, 0.77 mmol), 2-(pyrrolidin-1-yl)ethanamine (0.15 ml, 1.15 mmol), EDC (294 mg, 1.53 mmol) and DMAP (cat.) in DMF (10 ml). The reactants are [OH-].[Na+] (sodium hydroxide), CS(=O)C (dimethyl sulfoxide), C(C1=CC=CC=C1)Br (benzyl bromide), OC=1C=C(C=O)C=CC1O (3,4-dihydroxy-benzaldehyde). Solvent: O (water). Conditions: temperature 80 celsius, time 8 hour. Product: C(C1=CC=CC=C1)OC1=C(C=C(C=O)C=C1)O (4-benzyloxy-3-hydroxybenzaldehyde). Reaction SMILES: [OH-].[Na+].CS(C)=O.[OH:7][C:8]1[CH:9]=[C:10]([CH:13]=[CH:14][C:15]=1[OH:16])[CH:11]=[O:12].[CH2:17](Br)[C:18]1[CH:23]=[CH:22][CH:21]=[CH:20][CH:19]=1>O>[CH2:17]([O:16][C:15]1[CH:14]=[CH:13][C:10]([CH:11]=[O:12])=[CH:9][C:8]=1[OH:7])[C:18]1[CH:23]=[CH:22][CH:21]=[CH:20][CH:19]=1 |f:0.1|. Procedure: A stirred solution of sodium hydroxide (16.8 g) in water (32 mL) at 20° C. is treated with dimethyl sulfoxide (560 mL). It is then treated with 3,4-dihydroxy-benzaldehyde (56.9 g), portionwise during 5 minutes, while keeping the temperature at 20° C. It is then treated with benzyl bromide (49.7 mL), portionwise, at 20° C. The solution is then heated at 80° C. for 6 hours and then allowed to stand at room temperature overnight. After dilution with ice-water (2240 mL) the solution is extracted wit... Reactants: CC(CO)C1CC=C2C3=C(CCC21C)C1(C)CCC(OC(=O)c2ccccc2)C(C)(C)C1CC3, C[N+]1([O-])CCOCC1, CC(C)=O. Yields the product CC(C=O)C1CC=C2C3=C(CCC21C)C1(C)CCC(OC(=O)c2ccccc2)C(C)(C)C1CC3. Reaction SMILES: [C:1]([c:2]1[cH:3][cH:4][cH:5][cH:6][cH:7]1)(=[O:8])[O:9][CH:10]1[C:11]([CH3:33])([CH3:34])[CH:12]2[CH2:13][CH2:14][C:15]3=[C:27]([CH2:26][CH2:25][C:24]4([CH3:32])[C:16]3=[CH:17][CH2:18][CH:19]4[CH:20]([CH2:21][OH:22])[CH3:23])[C:28]2([CH3:31])[CH2:29][CH2:30]1.[CH3:35][N+:36]1([O-:37])[CH2:38][CH2:39][O:40][CH2:41][CH2:42]1.[CH3:43][C:44](=[O:45])[CH3:46]>>[C:1]([c:2]1[cH:3][cH:4][cH:5][cH:6][cH:7]1)(=[O:8])[O:9][CH:10]1[C:11]([CH3:33])([CH3:34])[CH:12]2[CH2:13][CH2:14][C:15]3=[C:27]([CH2:26][CH2:25][C:24]4([CH3:32])[C:16]3=[CH:17][CH2:18][CH:19]4[CH:20]([CH:21]=[O:22])[CH3:23])[C:28]2([CH3:31])[CH2:29][CH2:30]1.